Dataset: the Open Reaction Database (ORD), a public repository of structured organic reaction records. Task: describe an organic reaction: reactants, conditions, products, and yield Starting materials: CCOC(=O)C1(C2CN(C(=O)OCc3ccccc3)CC2C)CC1, CCO, [Na+], [OH-]. Yields the product CC1CN(C(=O)OCc2ccccc2)CC1C1(C(=O)O)CC1. As a reaction SMILES: [CH2:1]([c:2]1[cH:3][cH:4][cH:5][cH:6][cH:7]1)[O:8][C:9](=[O:10])[N:11]1[CH2:12][CH:13]([C:17]2([C:20](=[O:21])[O:22][CH2:23][CH3:24])[CH2:18][CH2:19]2)[CH:14]([CH3:16])[CH2:15]1.[CH3:27][CH2:28][OH:29].[Na+:26].[OH-:25]>>[CH2:1]([c:2]1[cH:3][cH:4][cH:5][cH:6][cH:7]1)[O:8][C:9](=[O:10])[N:11]1[CH2:12][CH:13]([C:17]2([C:20](=[O:21])[OH:22])[CH2:18][CH2:19]2)[CH:14]([CH3:16])[CH2:15]1. Reactants: [Li]CCCC (BuLi), BrC1=CC(=C(OCCCOC2OCCCC2)C=C1)C(F)(F)F (2-(3-(4-bromo-2-(trifluoromethyl)phenoxy)propoxy)tetrahydro-2H-pyran), B(OC(C)C)(OC(C)C)OC(C)C (triisopropyl borate). Run in C1CCOC1 (THF). Run at temperature -78 celsius, time 10 minute. Product: O1C(CCCC1)OCCCOC1=C(C=C(C=C1)B(O)O)C(F)(F)F (4-(3-(Tetrahydro-2H-pyran-2-yloxy)-propoxy)-3-(trifluoromethyl)-phenylboronic acid). RXN SMILES: [Li]CCCC.Br[C:7]1[CH:23]=[CH:22][C:10]([O:11][CH2:12][CH2:13][CH2:14][O:15][CH:16]2[CH2:21][CH2:20][CH2:19][CH2:18][O:17]2)=[C:9]([C:24]([F:27])([F:26])[F:25])[CH:8]=1.[B:28](OC(C)C)([O:33]C(C)C)[O:29]C(C)C>C1COCC1>[O:17]1[CH2:18][CH2:19][CH2:20][CH2:21][CH:16]1[O:15][CH2:14][CH2:13][CH2:12][O:11][C:10]1[CH:22]=[CH:23][C:7]([B:28]([OH:33])[OH:29])=[CH:8][C:9]=1[C:24]([F:27])([F:26])[F:25]. Procedure details: BuLi (2.5M, 19.1 ml) was added dropwise to a solution of 2-(3-(4-bromo-2-(trifluoromethyl)phenoxy)propoxy)tetrahydro-2H-pyran (16.6 g) in THF at −78° C. under N2 during 3 minutes. After stirring at −78° C. for another 10 minutes, triisopropyl borate (11 ml) was then added dropwise during 3 minutes at −78° C. The mixture was stirred at −78° C. for further 20 minutes, then warmed up to room temperature slowly and stirred at room temperature for 30 minutes. The mixture was then quenched with acetic... Starting materials: COc1ccc(CC(C)(C)NCC(O)c2ccc(OCc3ccccc3)c3[nH]c(=O)ccc23)cc1, CO. Yields the product COc1ccc(CC(C)(C)NCC(O)c2ccc(O)c3[nH]c(=O)ccc23)cc1. RXN SMILES: [CH2:1]([c:2]1[cH:3][cH:4][cH:5][cH:6][cH:7]1)[O:8][c:9]1[cH:10][cH:11][c:12]([CH:20]([CH2:21][NH:22][C:23]([CH2:24][c:25]2[cH:26][cH:27][c:28]([O:31][CH3:32])[cH:29][cH:30]2)([CH3:33])[CH3:34])[OH:35])[c:13]2[cH:14][cH:15][c:16](=[O:19])[nH:17][c:18]12.[CH3:36][OH:37]>>[OH:8][c:9]1[cH:10][cH:11][c:12]([CH:20]([CH2:21][NH:22][C:23]([CH2:24][c:25]2[cH:26][cH:27][c:28]([O:31][CH3:32])[cH:29][cH:30]2)([CH3:33])[CH3:34])[OH:35])[c:13]2[cH:14][cH:15][c:16](=[O:19])[nH:17][c:18]12.